This data is from the Open Reaction Database (ORD), a public repository of structured organic reaction records. The task is: describe an organic reaction: reactants, conditions, products, and yield The reactants are BrC=1C=C(N)C=CC1 (3-bromo aniline), N1=CC=CC=C1 (pyridine), C(C)(=O)OCC (Ethyl acetate), CS(=O)(=O)Cl (methane sulfonyl chloride). Solvent: C(Cl)Cl (DCM), C(Cl)Cl (DCM), CCCCCC (hexane). Run at time 15 hour. Product: BrC=1C=C(C=CC1)NS(=O)(=O)C (N-(3-bromophenyl) methanesulfonamide). Isolated yield 96.9%. Reaction SMILES: [Br:1][C:2]1[CH:3]=[C:4]([CH:6]=[CH:7][CH:8]=1)[NH2:5].N1C=CC=CC=1.[CH3:15][S:16](Cl)(=[O:18])=[O:17].C(OCC)(=O)C>C(Cl)Cl.CCCCCC>[Br:1][C:2]1[CH:3]=[C:4]([NH:5][S:16]([CH3:15])(=[O:18])=[O:17])[CH:6]=[CH:7][CH:8]=1. Procedure details: To a stirred solution of 3-bromo aniline (6 g, 34.87 mmol) in dry DCM (200 ml) at 10° C. was added pyridine (4.13 mg, 52.31 mmol) followed by methane sulfonyl chloride (5.194 g, 45.34 mmol) and stirred at RT for 15 h. The reaction was monitored by TLC (35% Ethyl acetate in hexane). The reaction mixture was diluted with DCM (50 ml) and washed with 1N HCl (25 ml). The organic layer was dried over Na2SO4, and concentrated under reduced pressure to afford 8.45 g (96.3% yield) of N-(3-bromophenyl) me... Reactants: O=C([O-])[O-], CCc1cccc(CC)c1B(O)O, CCO, Cc1ccccc1, CCOC(C)=O, Cc1cc(Cl)ncc1[N+](=O)[O-], [Na+], [Na+], O, c1ccc(P(c2ccccc2)(c2ccccc2)[Pd](P(c2ccccc2)(c2ccccc2)c2ccccc2)(P(c2ccccc2)(c2ccccc2)c2ccccc2)P(c2ccccc2)(c2ccccc2)c2ccccc2)cc1. Product: CCc1cccc(CC)c1-c1cc(C)c([N+](=O)[O-])cn1. RXN SMILES: [C:25](=[O:26])([O-:27])[O-:28].[CH2:12]([CH3:13])[c:14]1[c:15]([B:22]([OH:23])[OH:24])[c:16]([CH2:20][CH3:21])[cH:17][cH:18][cH:19]1.[CH3:122][CH2:123][OH:124].[CH3:32][c:33]1[cH:34][cH:35][cH:36][cH:37][cH:38]1.[CH3:39][CH2:40][O:41][C:42]([CH3:43])=[O:44].[Cl:1][c:2]1[n:3][cH:4][c:5]([N+:9](=[O:10])[O-:11])[c:6]([CH3:8])[cH:7]1.[Na+:29].[Na+:30].[OH2:31].[cH:45]1[cH:46][cH:47][c:48]([P:49]([Pd:50]([P:51]([c:52]2[cH:53][cH:54][cH:55][cH:56][cH:57]2)([c:58]2[cH:59][cH:60][cH:61][cH:62][cH:63]2)[c:64]2[cH:65][cH:66][cH:67][cH:68][cH:69]2)([P:70]([c:71]2[cH:72][cH:73][cH:74][cH:75][cH:76]2)([c:77]2[cH:78][cH:79][cH:80][cH:81][cH:82]2)[c:83]2[cH:84][cH:85][cH:86][cH:87][cH:88]2)[P:89]([c:90]2[cH:91][cH:92][cH:93][cH:94][cH:95]2)([c:96]2[cH:97][cH:98][cH:99][cH:100][cH:101]2)[c:102]2[cH:103][cH:104][cH:105][cH:106][cH:107]2)([c:108]2[cH:109][cH:110][cH:111][cH:112][cH:113]2)[c:114]2[cH:115][cH:116][cH:117][cH:118][cH:119]2)[cH:120][cH:121]1>>[c:2]1(-[c:15]2[c:14]([CH2:12][CH3:13])[cH:19][cH:18][cH:17][c:16]2[CH2:20][CH3:21])[n:3][cH:4][c:5]([N+:9](=[O:10])[O-:11])[c:6]([CH3:8])[cH:7]1. The reactants are C(C)O (ethanol), C([O-])([O-])=O.[K+].[K+] (potassium carbonate), C(C=C)N1CCC(=CC2=C1C=CC(=C2)Br)C(=O)NC2=CC=C(C=C2)CN(C2CCOCC2)C (1-allyl-7-bromo-N-[4-[[N-methyl-N-(tetrahydropyran-4-yl)amino]methyl]phenyl]-2,3-dihydro-1-benzazepine-4-carboxamide), B(OC1=CC=C(C=C1)OCCOCCCC)([O-])[O-] (4-butoxyethoxyphenyl borate). The reagents and catalysts are C=1C=CC(=CC1)[P](C=2C=CC=CC2)(C=3C=CC=CC3)[Pd]([P](C=4C=CC=CC4)(C=5C=CC=CC5)C=6C=CC=CC6)([P](C=7C=CC=CC7)(C=8C=CC=CC8)C=9C=CC=CC9)[P](C=1C=CC=CC1)(C=1C=CC=CC1)C=1C=CC=CC1 (tetrakistriphenylphosphinepalladium). Run in C1(=CC=CC=C1)C (toluene), O (water), O (water). Reaction conditions: temperature 100 celsius, time 30 minute. Product: C(C=C)N1CCC(=CC2=C1C=CC(=C2)C2=CC=C(C=C2)OCCOCCCC)C(=O)NC2=CC=C(C=C2)CN(C2CCOCC2)C (1-allyl-7-(4-butoxyethoxyphenyl)-N-[4-[[N-methyl-N-(tetrahydropyran-4-yl)amino]methyl]phenyl]-2,3-dihydro-1-benzazepine-4-carboxamide). Isolated yield 14.4%. As a reaction SMILES: C(O)C.[CH2:4]([N:7]1[C:13]2[CH:14]=[CH:15][C:16](Br)=[CH:17][C:12]=2[CH:11]=[C:10]([C:19]([NH:21][C:22]2[CH:27]=[CH:26][C:25]([CH2:28][N:29]([CH3:36])[CH:30]3[CH2:35][CH2:34][O:33][CH2:32][CH2:31]3)=[CH:24][CH:23]=2)=[O:20])[CH2:9][CH2:8]1)[CH:5]=[CH2:6].B([O-])([O-])O[C:39]1[CH:44]=[CH:43][C:42]([O:45][CH2:46][CH2:47][O:48][CH2:49][CH2:50][CH2:51][CH3:52])=[CH:41][CH:40]=1.C(=O)([O-])[O-].[K+].[K+]>C1(C)C=CC=CC=1.C1C=CC([P]([Pd]([P](C2C=CC=CC=2)(C2C=CC=CC=2)C2C=CC=CC=2)([P](C2C=CC=CC=2)(C2C=CC=CC=2)C2C=CC=CC=2)[P](C2C=CC=CC=2)(C2C=CC=CC=2)C2C=CC=CC=2)(C2C=CC=CC=2)C2C=CC=CC=2)=CC=1.O>[CH2:4]([N:7]1[C:13]2[CH:14]=[CH:15][C:16]([C:39]3[CH:44]=[CH:43][C:42]([O:45][CH2:46][CH2:47][O:48][CH2:49][CH2:50][CH2:51][CH3:52])=[CH:41][CH:40]=3)=[CH:17][C:12]=2[CH:11]=[C:10]([C:19]([NH:21][C:22]2[CH:27]=[CH:26][C:25]([CH2:28][N:29]([CH3:36])[CH:30]3[CH2:35][CH2:34][O:33][CH2:32][CH2:31]3)=[CH:24][CH:23]=2)=[O:20])[CH2:9][CH2:8]1)[CH:5]=[CH2:6] |f:3.4.5,^1:71,73,92,111|. Procedure details: In toluene (15 ml), ethanol (1.5 ml) and water (1.5 ml) were suspended 1-allyl-7-bromo-N-[4-[[N-methyl-N-(tetrahydropyran-4-yl)amino]methyl]phenyl]-2,3-dihydro-1-benzazepine-4-carboxamide (262 mg), 4-butoxyethoxyphenyl borate (169 mg) and potassium carbonate (196 mg), and the suspension was stirred under argon atmosphere for 30 minutes. Then, to the mixture was added tetrakistriphenylphosphinepalladium (45 mg), and the mixture was heated under argon atmosphere at 100° C. for 6 hours. After allow...